Dataset: the Open Reaction Database (ORD), a public repository of structured organic reaction records. Task: describe an organic reaction: reactants, conditions, products, and yield The reactants are [BH4-], CCOC(=O)c1cc(-c2ccccc2)n(C)n1, [Ca+2], [Cl-], [Cl-], [Na+], [Na+], C1CCOC1, [OH-]. Product: Cn1nc(CO)cc1-c1ccccc1. RXN SMILES: [BH4-:1].[CH3:6][n:7]1[n:8][c:9]([C:18](=[O:19])[O:20][CH2:21][CH3:22])[cH:10][c:11]1-[c:12]1[cH:13][cH:14][cH:15][cH:16][cH:17]1.[Ca+2:5].[Cl-:3].[Cl-:4].[Na+:24].[Na+:2].[O:25]1[CH2:26][CH2:27][CH2:28][CH2:29]1.[OH-:23]>>[CH3:6][n:7]1[n:8][c:9]([CH2:18][OH:19])[cH:10][c:11]1-[c:12]1[cH:13][cH:14][cH:15][cH:16][cH:17]1. Starting materials: CO, Cl, CCC(=O)NC1CC(CCCO)S(=O)(=O)c2sc(S(N)(=O)=O)cc21. Yields the product NC1CC(CCCO)S(=O)(=O)c2sc(S(N)(=O)=O)cc21. As a reaction SMILES: [CH3:26][OH:27].[ClH:25].[OH:1][CH2:2][CH2:3][CH2:4][CH:5]1[CH2:6][CH:7]([NH:20][C:21](=[O:22])[CH2:23][CH3:24])[c:8]2[c:9]([s:13][c:14]([S:16](=[O:17])(=[O:18])[NH2:19])[cH:15]2)[S:10]1(=[O:11])=[O:12]>>[OH:1][CH2:2][CH2:3][CH2:4][CH:5]1[CH2:6][CH:7]([NH2:20])[c:8]2[c:9]([s:13][c:14]([S:16](=[O:17])(=[O:18])[NH2:19])[cH:15]2)[S:10]1(=[O:11])=[O:12]. Starting materials: C(C)(C)(C)OC(=O)N[C@H](C(=O)N[C@H](C(=O)O)CC1=CC(=C(C=C1)OCC(=O)OC)C(=O)OC)CC1=CC=CC=C1 ((2S)-2-({(2S)-2-[(tert-butoxycarbonyl)amino]-3-phenylpropanoyl}amino)-3-[3-(methoxycarbonyl)-4-(2-methoxy-2-oxoethoxy)phenyl]propanoic acid), NCCN1C(CCC1)=O (N-(2-aminoethyl)-pyrrolidinone). Product: C(C)(C)(C)OC(=O)N[C@@H](C(=O)N[C@@H](CC=1C=CC(=C(C(=O)O)C1)OCC(=O)O)C(NCCN1CCCC1)=O)CC1=CC=CC=C1 (5-((2S)-2-({(2R)-2-[(tert-Butoxycarbonyl)amino]-3-phenylpropanoyl}amino)-3-oxo-3-{[2-(1-pyrrolidinyl)ethyl]amino}propyl)-2-(carboxymethoxy)benzoic Acid). The yield is 8.9%. Reaction SMILES: [C:1]([O:5][C:6]([NH:8][C@@H:9]([CH2:34][C:35]1[CH:40]=[CH:39][CH:38]=[CH:37][CH:36]=1)[C:10]([NH:12][C@@H:13]([CH2:17][C:18]1[CH:23]=[CH:22][C:21]([O:24][CH2:25][C:26]([O:28]C)=[O:27])=[C:20]([C:30]([O:32]C)=[O:31])[CH:19]=1)[C:14](O)=[O:15])=[O:11])=[O:7])([CH3:4])([CH3:3])[CH3:2].[NH2:41][CH2:42][CH2:43][N:44]1[CH2:48][CH2:47][CH2:46][C:45]1=O>>[C:1]([O:5][C:6]([NH:8][C@H:9]([CH2:34][C:35]1[CH:40]=[CH:39][CH:38]=[CH:37][CH:36]=1)[C:10]([NH:12][C@H:13]([C:14](=[O:15])[NH:41][CH2:42][CH2:43][N:44]1[CH2:48][CH2:47][CH2:46][CH2:45]1)[CH2:17][C:18]1[CH:23]=[CH:22][C:21]([O:24][CH2:25][C:26]([OH:28])=[O:27])=[C:20]([CH:19]=1)[C:30]([OH:32])=[O:31])=[O:11])=[O:7])([CH3:3])([CH3:2])[CH3:4]. Reported procedure: Synthesis was performed from (2S)-2-({(2S)-2-[(tert-butoxycarbonyl)amino]-3-phenylpropanoyl}amino)-3-[3-(methoxycarbonyl)-4-(2-methoxy-2-oxoethoxy)phenyl]propanoic acid (100 mg, 0.18 mmol) and N-(2-aminoethyl)-pyrrolidinone (33 mg, 0.29 mmol) according to Method C with HPLC purification to give the title compound (10 mg). 1H-NMR (400 MHz, CD3OD) δ 1.36 (s, 9H) 2.05 (s, 4H) 2.68-3.20 (m, 8H) 3.39 (m, 4H) 4.28 (m, 1H) 4.39 (m, 1H) 4.69 (s, 2H) 7.05-7.40 (m, 7H) 7.52 (s, 1H); HRMS m/z 626.2929 (cal... The reactants are COC(=O)c1ccc2nc(C)n(Cc3ccc(OC(C)=O)cc3Cl)c2n1, C1COCCO1, CO, [Na+], O, O=C([O-])O. Product: COC(=O)c1ccc2nc(C)n(Cc3ccc(O)cc3Cl)c2n1. As a reaction SMILES: [C:1](=[O:2])([CH3:3])[O:4][c:5]1[cH:6][c:7]([Cl:26])[c:8]([CH2:9][n:10]2[c:11]([CH3:23])[n:12][c:13]3[c:14]2[n:15][c:16]([C:19](=[O:20])[O:21][CH3:22])[cH:17][cH:18]3)[cH:24][cH:25]1.[CH2:34]1[O:35][CH2:36][CH2:37][O:38][CH2:39]1.[CH3:27][OH:28].[Na+:29].[OH2:40].[OH:30][C:31](=[O:32])[O-:33]>>[OH:4][c:5]1[cH:6][c:7]([Cl:26])[c:8]([CH2:9][n:10]2[c:11]([CH3:23])[n:12][c:13]3[c:14]2[n:15][c:16]([C:19](=[O:20])[O:21][CH3:22])[cH:17][cH:18]3)[cH:24][cH:25]1. Reactants: C(C)OC(=O)N1CCNCC1 (1-ethoxycarbonylpiperazine), ClC1=C(C=C(C=C1)C=1C(CC(NN1)=O)C)[N+](=O)[O-] (6-(4-chloro-3-nitro-phenyl)-4,5-dihydro-5-methyl-3(2H)-pyridazinone), ice water. Run in CN(C=O)C (dimethyl formamide). Reaction conditions: temperature 100 celsius, time 3 hour. Yields the product C(C)OC(=O)N1CCN(CC1)C1=C(C=C(C=C1)C=1C(CC(NN1)=O)C)[N+](=O)[O-] (6-[4-(4-ethoxycarbonyl-piperazin-1-yl)-3-nitro-phenyl]-4,5-dihydro-5-methyl-3(2H)-pyridazinone). Isolated yield 76.6%. Reaction SMILES: [CH2:1]([O:3][C:4]([N:6]1[CH2:11][CH2:10][NH:9][CH2:8][CH2:7]1)=[O:5])[CH3:2].Cl[C:13]1[CH:18]=[CH:17][C:16]([C:19]2[CH:20]([CH3:26])[CH2:21][C:22](=[O:25])[NH:23][N:24]=2)=[CH:15][C:14]=1[N+:27]([O-:29])=[O:28]>CN(C)C=O>[CH2:1]([O:3][C:4]([N:6]1[CH2:7][CH2:8][N:9]([C:13]2[CH:18]=[CH:17][C:16]([C:19]3[CH:20]([CH3:26])[CH2:21][C:22](=[O:25])[NH:23][N:24]=3)=[CH:15][C:14]=2[N+:27]([O-:29])=[O:28])[CH2:10][CH2:11]1)=[O:5])[CH3:2]. Procedure details: 24.5 ml (168 mmol) of 1-ethoxycarbonylpiperazine are added to a solution of 15.0 g (56 mmol) of 6-(4-chloro-3-nitro-phenyl)-4,5-dihydro-5-methyl-3(2H)-pyridazinone in 50 ml of dimethyl formamide and the solution is stirred at a reaction temperature of 100° C. for 3 hours. When the reaction mixture is cold, it is poured out on 300 ml of ice water with vigorous stirring. The precipitated solid is suction filtered, washed with a small quantity of ethanol and diethyl ether and recrystallized from 50... The reactants are ClC1=C(C=O)C=CC(=C1)Cl (2,4-dichlorobenzaldehyde), CC(=O)C (acetone), [OH-].[Na+] (sodium hydroxide). Solvent: O (water), O (water). Run at temperature 0 celsius, time 1 hour. The product is ClC1=C(C=CC(=C1)Cl)/C=C/C(C)=O ((E)-4-(2,4-dichloro-phenyl)-but-3-en-2-one). Isolated yield 88.3%. RXN SMILES: [Cl:1][C:2]1[CH:9]=[C:8]([Cl:10])[CH:7]=[CH:6][C:3]=1[CH:4]=O.[CH3:11][C:12]([CH3:14])=[O:13].[OH-].[Na+]>O>[Cl:1][C:2]1[CH:9]=[C:8]([Cl:10])[CH:7]=[CH:6][C:3]=1/[CH:4]=[CH:11]/[C:12](=[O:13])[CH3:14] |f:2.3|. Reported procedure: A round bottom flask equipped with magnetic stirrer and nitrogen inlet was charged with 2,4-dichlorobenzaldehyde (1.75 g, 10.0 mmol), acetone (44.1 ml, 0.60 mol) and water (20 ml). The mixture was cooled to 0° C. and a solution of sodium hydroxide (0.44 g, 11.0 mmol) in water (20 ml) was added drop wise during 1 hour to the vigorous stirred suspension. The reaction mixture was stirred for an additional 1.0 hour. The reaction mixture was concentrated in vacuo, poured onto 10% HCl (100 ml) and ext... The reactants are COC1=CC=C2CCC(C2=C1)=O (6-Methoxy-1-indanone), C(C1=CC=CC=C1)=O (benzaldehyde), N1CCCCC1 (piperidine), C(C)(=O)O (acetic acid). Solvent: C1(=CC=CC=C1)C (toluene). Product: C(C1=CC=CC=C1)=C1C(C2=CC(=CC=C2C1)OC)=O (2-Benzylidene-6-methoxy-1-indanone). Isolated yield 15.0%. As a reaction SMILES: [CH3:1][O:2][C:3]1[CH:11]=[C:10]2[C:6]([CH2:7][CH2:8][C:9]2=[O:12])=[CH:5][CH:4]=1.[CH:13](=O)[C:14]1[CH:19]=[CH:18][CH:17]=[CH:16][CH:15]=1.N1CCCCC1.C(O)(=O)C>C1(C)C=CC=CC=1>[CH:13](=[C:8]1[CH2:7][C:6]2[C:10](=[CH:11][C:3]([O:2][CH3:1])=[CH:4][CH:5]=2)[C:9]1=[O:12])[C:14]1[CH:19]=[CH:18][CH:17]=[CH:16][CH:15]=1. Reported procedure: 6-Methoxy-1-indanone (10 g, 61.2 mmol), benzaldehyde (7.85 g, 74.0 mmol), piperidine (1.05 g, 12.3 mmol), and acetic acid (4.4 g, 74.0 mmol) were refluxed in toluene (150 ml) for 3 hours. After the reaction mixture was cooled to room temperature, the solvent was distilled off under reduced pressure. The residue was diluted with water and extracted with ethyl acetate. The extract was washed serially with saturated saline and water and dried over anhydrous magnesium sulfate and the solvent was dis... Starting materials: BrCc1ccccc1, O=C1NC(=O)C2(CCN(Cc3ccccc3)CC2)N1c1ccc(F)cc1, [H-], [Na+], CN(C)C=O, O=C(O)CC(O)(CC(=O)O)C(=O)O. Yields the product O=C1N(Cc2ccccc2)C(=O)C2(CCN(Cc3ccccc3)CC2)N1c1ccc(F)cc1. As a reaction SMILES: [Br:29][CH2:30][c:31]1[cH:32][cH:33][cH:34][cH:35][cH:36]1.[CH2:1]([c:2]1[cH:3][cH:4][cH:5][cH:6][cH:7]1)[N:8]1[CH2:9][CH2:10][C:11]2([C:12](=[O:24])[NH:13][C:14](=[O:23])[N:15]2[c:16]2[cH:17][cH:18][c:19]([F:22])[cH:20][cH:21]2)[CH2:25][CH2:26]1.[H-:28].[Na+:27].[O:50]=[CH:51][N:52]([CH3:53])[CH3:54].[OH:37][C:38]([CH2:39][C:40]([C:41](=[O:42])[OH:43])([CH2:44][C:45](=[O:46])[OH:47])[OH:48])=[O:49]>>[CH2:1]([c:2]1[cH:3][cH:4][cH:5][cH:6][cH:7]1)[N:8]1[CH2:9][CH2:10][C:11]2([C:12](=[O:24])[N:13]([CH2:30][c:31]3[cH:32][cH:33][cH:34][cH:35][cH:36]3)[C:14](=[O:23])[N:15]2[c:16]2[cH:17][cH:18][c:19]([F:22])[cH:20][cH:21]2)[CH2:25][CH2:26]1.